From a dataset of the Open Reaction Database (ORD), a public repository of structured organic reaction records. describe an organic reaction: reactants, conditions, products, and yield Reactants: P(=O)([O-])([O-])[O-] (phosphate), [H-].[Na+] (sodium hydride), CI (methyl iodide), OC=1C=NC(=CC1)I (3-hydroxy-6-iodopyridine). Run in CN(C=O)C (N,N-dimethylformamide), CN(C=O)C (N,N-dimethylformamide). Reaction conditions: time 2 hour. Product: COC=1C=NC(=CC1)I (3-methoxy-6-iodopyridine). The yield is 101.3%. RXN SMILES: [H-].[Na+].[OH:3][C:4]1[CH:5]=[N:6][C:7]([I:10])=[CH:8][CH:9]=1.[CH3:11]I.P([O-])([O-])([O-])=O>CN(C)C=O>[CH3:11][O:3][C:4]1[CH:5]=[N:6][C:7]([I:10])=[CH:8][CH:9]=1 |f:0.1|. Procedure details: To 647 mg (16.2 mmol) of 60% sodium hydride was added 20 ml of N,N-dimethylformamide, and then 20 ml of an N,N-dimethylformamide solution containing 2.38 g (10.8 mmol) of 3-hydroxy-6-iodopyridine was added thereto. The mixture was stirred in an argon atmosphere at room temperature for 2 hours. To the reaction mixture were added 2.14 g (15.12 mmol) of methyl iodide, and the mixture was stirred for 1 hour. To the reaction mixture was added a 0.01M phosphate buffer of pH7, and the solution was extr...